From a dataset of the Open Reaction Database (ORD), a public repository of structured organic reaction records. describe an organic reaction: reactants, conditions, products, and yield Starting materials: ClC1=CC=C(C=C1)C1=NC=2C(=NC=CC2)N1CC(=O)O (2-(4-chlorophenyl)-3H-imidazo[4,5-b]pyridine-3-acetic acid), C(C)(C)O (isopropanol), S(O)(O)(=O)=O (sulfuric acid). The solvent is C1=CC=CC=C1 (benzene). Product: CC(C)OC(CN1C(=NC=2C1=NC=CC2)C2=CC=C(C=C2)Cl)=O (2-(4-Chlorophenyl)-3H-imidazo[4,5-b]pyridine-3-acetic acid 1-methylethyl ester). Yield: 56.0%. RXN SMILES: [Cl:1][C:2]1[CH:7]=[CH:6][C:5]([C:8]2[N:16]([CH2:17][C:18]([OH:20])=[O:19])[C:11]3=[N:12][CH:13]=[CH:14][CH:15]=[C:10]3[N:9]=2)=[CH:4][CH:3]=1.[CH:21](O)([CH3:23])[CH3:22].S(=O)(=O)(O)O>C1C=CC=CC=1>[CH3:22][CH:21]([O:19][C:18](=[O:20])[CH2:17][N:16]1[C:11]2=[N:12][CH:13]=[CH:14][CH:15]=[C:10]2[N:9]=[C:8]1[C:5]1[CH:6]=[CH:7][C:2]([Cl:1])=[CH:3][CH:4]=1)[CH3:23]. Procedure: A solution of 2-(4-chlorophenyl)-3H-imidazo[4,5-b]pyridine-3-acetic acid (3.1 g, 0.0108 mole), isopropanol (50 ml), benzene (50 ml), and concentrated sulfuric acid (5 ml) was refluxed under a Dean-Stark trap for 24 hrs. The reaction mixture was concentrated and the residue partitioned between 5% potassium hydroxide solution (50 ml) and ethyl acetate (50 ml). The layers were separated and the aqueous portion extracted with ethyl acetate (2×25 ml). The organic layers were combined and washed with ... Reactants: BrBr, CC(=O)O, COc1ccc(Cc2ccc(C)cc2)c(C)c1, O. RXN SMILES: [Br:1][Br:2].[CH3:3][C:4](=[O:5])[OH:6].[CH3:7][O:8][c:9]1[cH:10][c:11]([CH3:23])[c:12]([CH2:15][c:16]2[cH:17][cH:18][c:19]([CH3:22])[cH:20][cH:21]2)[cH:13][cH:14]1.[OH2:24]>>[Br:1][c:14]1[c:9]([O:8][CH3:7])[cH:10][c:11]([CH3:23])[c:12]([CH2:15][c:16]2[cH:17][cH:18][c:19]([CH3:22])[cH:20][cH:21]2)[cH:13]1. Product: COc1cc(C)c(Cc2ccc(C)cc2)cc1Br. Reactants: S(O)(O)(=O)=O (sulfuric acid), C(C)OC(C1=CC(=CC=C1)C(C)(F)F)=O (3-(1,1-Difluoro-ethyl)-benzoic acid ethyl ester), solution, [H-].[Al+3].[Li+].[H-].[H-].[H-] (lithium aluminum hydride). The solvent is C1CCOC1 (THF), C1CCOC1 (THF). Reaction conditions: time 20 minute. The product is FC(C)(F)C=1C=C(C=CC1)CO ([3-(1,1-Difluoro-ethyl)-phenyl]-methanol). Yield: 97.0%. As a reaction SMILES: C([O:3][C:4](=O)[C:5]1[CH:10]=[CH:9][CH:8]=[C:7]([C:11]([F:14])([F:13])[CH3:12])[CH:6]=1)C.[H-].[Al+3].[Li+].[H-].[H-].[H-].S(=O)(=O)(O)O>C1COCC1>[F:13][C:11]([C:7]1[CH:6]=[C:5]([CH2:4][OH:3])[CH:10]=[CH:9][CH:8]=1)([F:14])[CH3:12] |f:1.2.3.4.5.6|. Procedure: Add a solution of 3-(1,1-Difluoro-ethyl)-benzoic acid ethyl ester (3.57 mmol) in THF (5 mL) dropwise to a 1M solution of lithium aluminum hydride in THF (4.3 mL) at room temperature. Stir for 20 minutes then add ice followed by a mixture of concentrated sulfuric acid and ice (approximately 1:1 v:v). Extract with ethyl ether, dry the organic extracts over sodium sulfate, filter, and evaporate to give the title compound in 97% yield. GCMS MW 172 (M). 1H NMR (400.43 MHz, CDCl3): δ 7.49 (s, 1H), 7.4...